This data is from the Open Reaction Database (ORD), a public repository of structured organic reaction records. The task is: describe an organic reaction: reactants, conditions, products, and yield Starting materials: CC(C)(C)c1ccnc(NC(=O)c2ccc(Cl)nc2)n1, CCOC(=O)c1ccc(N2CCNCC2)cc1, CCOC(=O)c1ccc(N2CCN(c3ccc(C(=O)Nc4ccc(C)c(I)c4)cn3)CC2)cc1, CCOC(C)=O. Yields the product CCOC(=O)c1ccc(N2CCN(c3ccc(C(=O)Nc4nccc(C(C)(C)C)n4)cn3)CC2)cc1. Reaction SMILES: [C:1]([CH3:2])([CH3:3])([CH3:4])[c:5]1[n:6][c:7]([NH:11][C:12]([c:13]2[cH:14][n:15][c:16]([Cl:19])[cH:17][cH:18]2)=[O:20])[n:8][cH:9][cH:10]1.[CH2:21]([CH3:22])[O:23][C:24]([c:25]1[cH:26][cH:27][c:28]([N:31]2[CH2:32][CH2:33][NH:34][CH2:35][CH2:36]2)[cH:29][cH:30]1)=[O:37].[CH2:38]([O:39][C:40](=[O:41])[c:42]1[cH:43][cH:44][c:45]([N:46]2[CH2:47][CH2:48][N:49]([c:50]3[cH:51][cH:52][c:53]([C:54](=[O:55])[NH:56][c:57]4[cH:58][cH:59][c:60]([CH3:61])[c:62]([I:63])[cH:64]4)[cH:65][n:66]3)[CH2:67][CH2:68]2)[cH:69][cH:70]1)[CH3:71].[CH3:72][CH2:73][O:74][C:75]([CH3:76])=[O:77]>>[C:1]([CH3:2])([CH3:3])([CH3:4])[c:5]1[n:6][c:7]([NH:11][C:12]([c:13]2[cH:14][n:15][c:16]([N:34]3[CH2:33][CH2:32][N:31]([c:28]4[cH:27][cH:26][c:25]([C:24]([O:23][CH2:21][CH3:22])=[O:37])[cH:30][cH:29]4)[CH2:36][CH2:35]3)[cH:17][cH:18]2)=[O:20])[n:8][cH:9][cH:10]1. Starting materials: C(/C1=CC=CC=C1)=C\1/N=C(NC1=O)C1=C(C=CC(=C1)F)F ((Z)-4-benzylidene-2-(2,5-difluorophenyl)-1H-imidazol-5(4H)-one), COC1=C(C=CC=C1)/C=C/C=O ((E)-3-(2-methoxyphenyl)acrylaldehyde). Product: FC1=C(C=C(C=C1)F)C1=NC2=C(N1)OC(C(C2C2=CC=CC=C2)CC2=C(C=CC=C2)OC)=O (2-(2,5-difluorophenyl)-6-(2-methoxybenzyl)-7-phenyl-6,7-dihydropyrano[2,3-d]imidazol-5(3H)-one). The yield is 61.0%. RXN SMILES: [CH:1](=[C:8]1/[N:9]=[C:10]([C:14]2[CH:19]=[C:18]([F:20])[CH:17]=[CH:16][C:15]=2[F:21])[NH:11][C:12]/1=[O:13])/[C:2]1[CH:7]=[CH:6][CH:5]=[CH:4][CH:3]=1.[CH3:22][O:23][C:24]1[CH:29]=[CH:28][CH:27]=[CH:26][C:25]=1/[CH:30]=[CH:31]/[CH:32]=[O:33]>>[F:21][C:15]1[CH:16]=[CH:17][C:18]([F:20])=[CH:19][C:14]=1[C:10]1[NH:11][C:12]2[O:13][C:32](=[O:33])[CH:31]([CH2:30][C:25]3[CH:26]=[CH:27][CH:28]=[CH:29][C:24]=3[O:23][CH3:22])[CH:1]([C:2]3[CH:3]=[CH:4][CH:5]=[CH:6][CH:7]=3)[C:8]=2[N:9]=1. Procedure: Prepared according to the general procedure using (Z)-4-benzylidene-2-(2,5-difluorophenyl)-1H-imidazol-5(4H)-one and (E)-3-(2-methoxyphenyl)acrylaldehyde. The unpurified residue was purified by flash chromatography using 15% EtOAc/hexanes to afford 10 as an off-white solid (81 mg, 61%). Analytical data for 10: 1H NMR (500 MHz, CDCl3) δ 9.34 (d, J=8.1 Hz, 1H), 7.89 (ddd, J=9.2, 6.0, 3.2 Hz, 1H), 7.38-7.29 (m, 3H), 7.27-7.21 (m, 1H), 7.09-7.00 (m, 3H), 7.00-6.92 (m, 1H), 6.91 (dd, J=7.6, 1.8 Hz, 1... The reactants are BrC=1C=CC(=NC1)N1CCNCC1 (1-(5-Bromopyridin-2-yl)piperazine), TEA, O(C(=O)OC(C)(C)C)C(=O)OC(C)(C)C ((BOC)2O). Run in C(Cl)Cl (DCM). Conditions: temperature 0 celsius. Product: BrC=1C=CC(=NC1)N1CCN(CC1)C(=O)OC(C)(C)C (tert-Butyl 4-(5-bromopyridin-2-yl)piperazine-1-carboxylate). Isolated yield 70.8%. Reaction SMILES: [Br:1][C:2]1[CH:3]=[CH:4][C:5]([N:8]2[CH2:13][CH2:12][NH:11][CH2:10][CH2:9]2)=[N:6][CH:7]=1.[O:14](C(OC(C)(C)C)=O)[C:15]([O:17][C:18]([CH3:21])([CH3:20])[CH3:19])=O>C(Cl)Cl>[Br:1][C:2]1[CH:3]=[CH:4][C:5]([N:8]2[CH2:9][CH2:10][N:11]([C:15]([O:17][C:18]([CH3:21])([CH3:20])[CH3:19])=[O:14])[CH2:12][CH2:13]2)=[N:6][CH:7]=1. Reported procedure: To a solution of compound 90a (125 g, 516 mmol) in DCM (300 mL), TEA (104 g, 1.03 mol) was added, followed by (BOC)2O (135 g, 619 mmol) in portions with stirring at 0° C. The resulting mixture was stirred overnight at room temperature. The reaction was then quenched with water (100 mL), and the product was extracted with DCM (3×150 mL). The combined organic layers were concentrated under reduced pressure to obtain compound 90b as a white solid (125 g, 71% yield). Mass Spectrum (LCMS, ESI pos.): ... Reactants: CNC(CC1=CC=CC=C1)C1=NC=CC=C1 (N-methyl-1-(2-pyridinyl)-2-phenylethylamine), CNC(CC1=CC=CC=C1)C1=CC=NC=C1 (N-methyl-1-(4-pyridinyl)-2-phenylethylamine), CNC(CC1=NC=CC=C1)C1=CC=CC=C1 (N-methyl-1-phenyl-2-(2-pyridinyl)ethylamine), CNC(CC=1C=NC=CC1)C1=CC=CC=C1 (N-methyl-1-phenyl-2-(3-pyridinyl)ethylamine), CNC(CC1=CC=NC=C1)C1=CC=CC=C1 (N-methyl-1-phenyl-2-(4-pyridinyl)ethylamine), N1=CC=C(C=C1)C(CC1=CC=CC=C1)N (1-(4-pyridinyl)-2-phenylethylamine), C1(=CC=CC=C1)C(CC1=CC=NC=C1)N (1-phenyl-2-(4-pyridinyl)ethylamine), N1=CC(=CC=C1)C(CC1=CC=CC=C1)N (1-(3-pyridinyl)-2-phenylethylamine), C1(=CC=CC=C1)C(CC1=NC=CC=C1)N (1-phenyl-2-(2-pyridinyl)ethylamine), C1(=CC=CC=C1)C(CC=1C=NC=CC1)N (1-phenyl-2-(3-pyridinyl)ethylamine). The product is CNC(CC1=CC=CC=C1)C=1C=NC=CC1 (N-Methyl-1-(3-pyridinyl)-2-phenylethylamine). Reaction SMILES: N1[CH:6]=[CH:5][C:4]([CH:7]([NH2:15])[CH2:8][C:9]2[CH:14]=[CH:13][CH:12]=[CH:11][CH:10]=2)=[CH:3]C=1.C1(C(N)C[C:24]2C=CC=C[N:25]=2)C=CC=CC=1.[C:31]1(C(N)CC2C=NC=CC=2)C=CC=CC=1.C1(C(N)CC2C=CN=CC=2)C=CC=CC=1.N1C=CC=C(C(N)CC2C=CC=CC=2)C=1.CNC(C1C=CC=CN=1)CC1C=CC=CC=1.CNC(C1C=CN=CC=1)CC1C=CC=CC=1.CNC(C1C=CC=CC=1)CC1C=CC=CN=1.CNC(C1C=CC=CC=1)CC1C=NC=CC=1.CNC(C1C=CC=CC=1)CC1C=CN=CC=1>>[CH3:31][NH:15][CH:7]([C:4]1[CH:3]=[N:25][CH:24]=[CH:6][CH:5]=1)[CH2:8][C:9]1[CH:10]=[CH:11][CH:12]=[CH:13][CH:14]=1. Reported procedure: By procedures essentially the same as those described above, and by substituting 1-(2-pyridinyl)-2-phenylethylamine, 1-(4-pyridinyl)-2-phenylethylamine, 1-phenyl-2-(2-pyridinyl)ethylamine, 1-phenyl-2-(3-pyridinyl)ethylamine, or 1-phenyl-2-(4-pyridinyl)ethylamine for 1-(3-pyridinyl)-2-phenylethylamine; the corresponding N-methyl-1-(2-pyridinyl)-2-phenylethylamine, N-methyl-1-(4-pyridinyl)-2-phenylethylamine, N-methyl-1-phenyl-2-(2-pyridinyl)ethylamine, N-methyl-1-phenyl-2-(3-pyridinyl)ethylamine,... The reactants are FC1=C(C(=C(C=C1)[C@@H](C[C@@](C=O)(C(F)(F)F)O)CC)OC)C ((2R,4R)-4-(4-fluoro-2-methoxy-3-methylphenyl)-2-hydroxy-2-(trifluoromethyl)hexanal), NC1=C2C=NC(=NC2=C(C=C1)F)C (5-amino-8-fluoro-2-methylquinazoline). The reagents and catalysts are CC(C)([O-])C.[Ti+4].CC(C)([O-])C.CC(C)([O-])C.CC(C)([O-])C (titanium tert-butoxide). Yields the product FC1=C(C(=C(C=C1)[C@@H](C[C@](C=NC1=C2C=NC(=NC2=C(C=C1)F)C)(O)C(F)(F)F)CC)OC)C ((2R,4R)-4-(4-fluoro-2-methoxy-3-methylphenyl)-1-[(8-fluoro-2-methylquinazolin-5-yl)imino]-2-(trifluoromethyl)hexan-2-ol). RXN SMILES: [F:1][C:2]1[CH:7]=[CH:6][C:5]([C@H:8]([CH2:18][CH3:19])[CH2:9][C@:10]([OH:17])([C:13]([F:16])([F:15])[F:14])[CH:11]=O)=[C:4]([O:20][CH3:21])[C:3]=1[CH3:22].[NH2:23][C:24]1[CH:33]=[CH:32][C:31]([F:34])=[C:30]2[C:25]=1[CH:26]=[N:27][C:28]([CH3:35])=[N:29]2>CC(C)([O-])C.[Ti+4].CC(C)([O-])C.CC(C)([O-])C.CC(C)([O-])C>[F:1][C:2]1[CH:7]=[CH:6][C:5]([C@H:8]([CH2:18][CH3:19])[CH2:9][C@@:10]([C:13]([F:14])([F:15])[F:16])([OH:17])[CH:11]=[N:23][C:24]2[CH:33]=[CH:32][C:31]([F:34])=[C:30]3[C:25]=2[CH:26]=[N:27][C:28]([CH3:35])=[N:29]3)=[C:4]([O:20][CH3:21])[C:3]=1[CH3:22] |f:2.3.4.5.6|. Procedure details: In the same way as in Example 130, 300 mg (0.93 mmol) of (2R,4R)-4-(4-fluoro-2-methoxy-3-methylphenyl)-2-hydroxy-2-(trifluoromethyl)hexanal, 183 mg (1.03 mmol) of 5-amino-8-fluoro-2-methylquinazoline and 0.58 ml (1.86 mmol) of titanium tert-butoxide is reacted to give 5-{[(2R,4R)-4-(4-fluoro-2-methoxy-3-methylphenyl)-1-[(8-fluoro-2-methylquinazolin-5-yl)imino]-2-(trifluoromethyl)hexan-2-ol. 450 mg of crude imine are cyclized in the same way as in Example 130 at −30° C. with 7.6 ml (7.6 mmol) of ...